This data is from the Open Reaction Database (ORD), a public repository of structured organic reaction records. The task is: describe an organic reaction: reactants, conditions, products, and yield Starting materials: ClC1=C(C=C2C(C(=CN(C2=C1)C1CC1)C(=O)O)=O)F (7-chloro-1-cyclopropyl-6-fluoro-1, 4-dihydro-4-oxo-3-quinolinecarboxylic acid), C1(CC1)C1CNCCN1 (3-cyclopropylpiperazine). The solvent is N1=CC=CC=C1 (pyridine). Conditions: temperature 140 celsius. The product is C1(CC1)C1CN(CCN1)C1=C(C=C2C(C(=CN(C2=C1)C1CC1)C(=O)O)=O)F (7-(3-Cyclopropyl-1-piperazinyl) -1-cyclopropyl-6-fluoro-1,4-dihydro-4-oxo-3-quinolinecarboxylic acid). Isolated yield 17.5%. As a reaction SMILES: Cl[C:2]1[CH:11]=[C:10]2[C:5]([C:6](=[O:18])[C:7]([C:15]([OH:17])=[O:16])=[CH:8][N:9]2[CH:12]2[CH2:14][CH2:13]2)=[CH:4][C:3]=1[F:19].[CH:20]1([CH:23]2[NH:28][CH2:27][CH2:26][NH:25][CH2:24]2)[CH2:22][CH2:21]1>N1C=CC=CC=1>[CH:20]1([CH:23]2[NH:28][CH2:27][CH2:26][N:25]([C:2]3[CH:11]=[C:10]4[C:5]([C:6](=[O:18])[C:7]([C:15]([OH:17])=[O:16])=[CH:8][N:9]4[CH:12]4[CH2:14][CH2:13]4)=[CH:4][C:3]=3[F:19])[CH2:24]2)[CH2:22][CH2:21]1. Procedure details: A mixture of 787 mg of 7-chloro-1-cyclopropyl-6-fluoro-1, 4-dihydro-4-oxo-3-quinolinecarboxylic acid, 1.736 g of 3-cyclopropylpiperazine and 8 ml of pyridine was heated at 140° C. in a pressure bottle for 18 hours and then purified as described in Example 95, giving 182 mg of the desired product, mp 245° C. (dec.). The reactants are C([O-])([O-])=O.[K+].[K+] (potassium carbonate), ClC1=C(C(=O)Cl)C=CC(=C1)Cl (2,4-dichlorobenzoyl chloride), C1(=CC=CC=C1)/C(=C/S(=O)(=O)N)/C ((E)-2-Phenyl-propene-1-sulfonic acid amide). The solvent is O1CCOCC1 (dioxane). Run at temperature 100 celsius, time 18.5 hour. The product is ClC1=C(C(=O)NS(=O)(=O)\C=C(/C)\C2=CC=CC=C2)C=CC(=C1)Cl ((E)-2-phenyl-propene-1-sulfonic acid 2,4-dichlorobenzoylamide). Reaction SMILES: [C:1]1(/[C:7](/[CH3:13])=[CH:8]/[S:9]([NH2:12])(=[O:11])=[O:10])[CH:6]=[CH:5][CH:4]=[CH:3][CH:2]=1.C(=O)([O-])[O-].[K+].[K+].[Cl:20][C:21]1[CH:29]=[C:28]([Cl:30])[CH:27]=[CH:26][C:22]=1[C:23](Cl)=[O:24]>O1CCOCC1>[Cl:20][C:21]1[CH:29]=[C:28]([Cl:30])[CH:27]=[CH:26][C:22]=1[C:23]([NH:12][S:9](/[CH:8]=[C:7](/[C:1]1[CH:2]=[CH:3][CH:4]=[CH:5][CH:6]=1)\[CH3:13])(=[O:10])=[O:11])=[O:24] |f:1.2.3|. Procedure: (E)-2-Phenyl-propene-1-sulfonic acid amide is dissolved in dioxane followed by the addition of potassium carbonate and 2,4-dichlorobenzoyl chloride. The resulting solution is stirred in a sealed tube at 100° C. for 18.5 h, cooled to room temperature (RT) and partitioned between 1M HCl and ethyl acetate. The aqueous phase is separated and extracted with further portions of ethyl acetate. The organic fractions are combined, washed with brine, dried over MgSO4 and concentrated in vacuo. After flash... Reactants: [Si](C1=CC=CC=C1)(C1=CC=CC=C1)(C(C)(C)C)OCC1=NN=C(S1)C(CCC(C(CC1CCOCC1)C1=CC=C(C=C1)S(=O)(=O)C1CC1)=O)=O (1-[5-({[tert-butyl(diphenyl)silyl]oxy}methyl)-1,3,4-thiadiazol-2-yl]-5-[4-(cyclopropylsulfonyl)phenyl]-6-(tetrahydro-2H-pyran-4-yl)hexane-1,4-dione), C(C)(=O)[O-].[NH4+] (ammonium acetate), C(O)([O-])=O.[Na+] (sodium hydrogen carbonate). Solvent: C(C)(=O)OCC (ethyl acetate), C(C)(=O)O (acetic acid). Reaction conditions: temperature 110 celsius, time 1 hour. The product is [Si](C1=CC=CC=C1)(C1=CC=CC=C1)(C(C)(C)C)OCC=1SC(=NN1)C=1NC(=CC1)C(CC1CCOCC1)C1=CC=C(C=C1)S(=O)(=O)C1CC1 (2-({[tert-butyl(diphenyl)silyl]oxy}methyl)-5-(5-{1-[4-(cyclopropylsulfonyl)phenyl]-2-(tetrahydro-2H-pyran-4-yl)ethyl}-1H-pyrrol-2-yl)-1,3,4-thiadiazole). The yield is 74.6%. As a reaction SMILES: [Si:1]([O:18][CH2:19][C:20]1[S:24][C:23]([C:25](=O)[CH2:26][CH2:27][C:28](=O)[CH:29]([C:37]2[CH:42]=[CH:41][C:40]([S:43]([CH:46]3[CH2:48][CH2:47]3)(=[O:45])=[O:44])=[CH:39][CH:38]=2)[CH2:30][CH:31]2[CH2:36][CH2:35][O:34][CH2:33][CH2:32]2)=[N:22][N:21]=1)([C:14]([CH3:17])([CH3:16])[CH3:15])([C:8]1[CH:13]=[CH:12][CH:11]=[CH:10][CH:9]=1)[C:2]1[CH:7]=[CH:6][CH:5]=[CH:4][CH:3]=1.C([O-])(=O)C.[NH4+:55].C(=O)([O-])O.[Na+]>C(O)(=O)C.C(OCC)(=O)C>[Si:1]([O:18][CH2:19][C:20]1[S:24][C:23]([C:25]2[NH:55][C:28]([CH:29]([C:37]3[CH:42]=[CH:41][C:40]([S:43]([CH:46]4[CH2:47][CH2:48]4)(=[O:44])=[O:45])=[CH:39][CH:38]=3)[CH2:30][CH:31]3[CH2:32][CH2:33][O:34][CH2:35][CH2:36]3)=[CH:27][CH:26]=2)=[N:22][N:21]=1)([C:14]([CH3:16])([CH3:15])[CH3:17])([C:8]1[CH:13]=[CH:12][CH:11]=[CH:10][CH:9]=1)[C:2]1[CH:3]=[CH:4][CH:5]=[CH:6][CH:7]=1 |f:1.2,3.4|. Procedure details: To a solution of 1-[5-({[tert-butyl(diphenyl)silyl]oxy}methyl)-1,3,4-thiadiazol-2-yl]-5-[4-(cyclopropylsulfonyl)phenyl]-6-(tetrahydro-2H-pyran-4-yl)hexane-1,4-dione (168 mg) in acetic acid (2.3 mL) was added ammonium acetate (283 mg), and the mixture was stirred at 110° C. for 1 hr. After cooling to room temperature, the mixture was neutralized with saturated aqueous sodium hydrogen carbonate solution. The reaction mixture was diluted with ethyl acetate and washed with water. The ethyl acetate l... The reactants are C(#N)C=1C(=NC(=NC1C=P(C1=CC=CC=C1)(C1=CC=CC=C1)C1=CC=CC=C1)SC)C1=CC(=CC=C1)[N+](=O)[O-] (5-cyano-2-methylthio-4-(3-nitro-phenyl)-6-[(triphenylphosphanylidene)-methyl]-pyrimidine), C=O (formaldehyde). Run in TBF. Yields the product C(#N)C=1C(=NC(=NC1C=C)SC)C1=CC(=CC=C1)[N+](=O)[O-] (5-Cyano-2-methylthio-4-(3-nitro-phenyl)-6-vinyl-pyrimidine). RXN SMILES: [C:1]([C:3]1[C:4]([C:31]2[CH:36]=[CH:35][CH:34]=[C:33]([N+:37]([O-:39])=[O:38])[CH:32]=2)=[N:5][C:6]([S:29][CH3:30])=[N:7][C:8]=1[CH:9]=P(C1C=CC=CC=1)(C1C=CC=CC=1)C1C=CC=CC=1)#[N:2].[CH2:40]=O>>[C:1]([C:3]1[C:4]([C:31]2[CH:36]=[CH:35][CH:34]=[C:33]([N+:37]([O-:39])=[O:38])[CH:32]=2)=[N:5][C:6]([S:29][CH3:30])=[N:7][C:8]=1[CH:9]=[CH2:40])#[N:2]. Procedure: A solution of 5-cyano-2-methylthio-4-(3-nitro-phenyl)-6-[(triphenylphosphanylidene)-methyl]-pyrimidine (example 27a, 7.04 g,)) in TBF (64 ml) was treated with aqueous formaldehyde (37 wt. %, 3.55 ml) at 60° C. for 1 h. After the mixture was cooled to room temperature, it was diluted with EtOAb (100 ml) and washed with water (2×50 ml), dried (MgSO4) and concentrated under reduced pressure. The title compound was purified by chromatography on silica gel using hept/EtOAc=9/1 to 3/2 (v/v) as the elu...